This data is from the Open Reaction Database (ORD), a public repository of structured organic reaction records. The task is: describe an organic reaction: reactants, conditions, products, and yield Starting materials: CC1CC(N(C)C(C)C)CCC1N1CCC(NC(=O)OCc2ccccc2)C1=O, CO, [OH-], [OH-], [Pd+2]. The product is CC1CC(N(C)C(C)C)CCC1N1CCC(N)C1=O. RXN SMILES: [CH2:1]([O:2][C:3](=[O:4])[NH:11][CH:12]1[C:13](=[O:29])[N:14]([CH:17]2[CH:18]([CH3:28])[CH2:19][CH:20]([N:23]([CH3:24])[CH:25]([CH3:26])[CH3:27])[CH2:21][CH2:22]2)[CH2:15][CH2:16]1)[c:5]1[cH:6][cH:7][cH:8][cH:9][cH:10]1.[CH3:30][OH:31].[OH-:32].[OH-:33].[Pd+2:34]>>[NH2:11][CH:12]1[C:13](=[O:29])[N:14]([CH:17]2[CH:18]([CH3:28])[CH2:19][CH:20]([N:23]([CH3:24])[CH:25]([CH3:26])[CH3:27])[CH2:21][CH2:22]2)[CH2:15][CH2:16]1. Reactants: NC1=C(C(=O)C2=CC(=CC=C2)OC)C=CC=C1 (2-Amino-3'-methoxybenzophenone). Run in Br (hydrobromic acid). Product: NC1=C(C(=O)C2=CC(=CC=C2)O)C=CC=C1 (2-amino-3'-hydroxybenzophenone). Isolated yield 92.7%. As a reaction SMILES: [NH2:1][C:2]1[CH:17]=[CH:16][CH:15]=[CH:14][C:3]=1[C:4]([C:6]1[CH:11]=[CH:10][CH:9]=[C:8]([O:12]C)[CH:7]=1)=[O:5]>Br>[NH2:1][C:2]1[CH:17]=[CH:16][CH:15]=[CH:14][C:3]=1[C:4]([C:6]1[CH:11]=[CH:10][CH:9]=[C:8]([OH:12])[CH:7]=1)=[O:5]. Procedure details: 2-Amino-3'-methoxybenzophenone (6.92 g, 30.5 mmol) was dissolved in 125 mL of 48% hydrobromic acid and the solution was heated at refluxed for 12 h. The solvent was removed by rotary evaporation and the resulting red solid was distributed between saturated sodium bicarbonate (400 mL) and CH2Cl2 (500 mL). The aqueous layer was washed with CH2Cl2 (2×100 mL) and the combined organic layers were dried with sodium sulfate and concentrated in vacuo to afford 6.03 g (92% yield) of 2-amino-3'-hydroxyben... RXN SMILES: [CH3:1][N:2]1[C:6]([C:7](=[O:21])[NH:8][CH2:9][CH2:10][C:11]2[N:15]([CH3:16])[C:14]3[CH:17]=[CH:18][CH:19]=[CH:20][C:13]=3[N:12]=2)=[C:5]([C:22](O)=[O:23])[N:4]=[C:3]1[CH3:25].[NH:26]1[CH2:31][CH2:30][O:29][CH2:28][CH2:27]1>>[CH3:16][N:15]1[C:14]2[CH:17]=[CH:18][CH:19]=[CH:20][C:13]=2[N:12]=[C:11]1[CH2:10][CH2:9][NH:8][C:7]([C:6]1[N:2]([CH3:1])[C:3]([CH3:25])=[N:4][C:5]=1[C:22]([N:26]1[CH2:31][CH2:30][O:29][CH2:28][CH2:27]1)=[O:23])=[O:21]. The product is CN1C(=NC2=C1C=CC=C2)CCNC(=O)C=2N(C(=NC2C(=O)N2CCOCC2)C)C (2,3-Dimethyl-5-(morpholine-4-carbonyl)-3H-imidazole-4-carboxylic acid [2-(1-methyl-1H-benzoimidazol-2-yl)-ethyl]-amide). Reported procedure: The product was obtained starting from 1,2-dimethyl-5-(2-(1-methyl-1H-benzo[d]imidazol-2-yl)ethylcarbamoyl)-1H-imidazole-4-carboxylic acid (51 mg, 149 μmol) and morpholine (39.0 μL, 448 μmol) according to the method described in example 8, step 3 as light brown waxy solid (17.3 mg, 42.1 μmol, 28.2%). MS: M=411.3 (M+H)+ Starting materials: CN1C(=NC(=C1C(NCCC1=NC2=C(N1C)C=CC=C2)=O)C(=O)O)C (1,2-dimethyl-5-(2-(1-methyl-1H-benzo[d]imidazol-2-yl)ethylcarbamoyl)-1H-imidazole-4-carboxylic acid), N1CCOCC1 (morpholine), solid. Reactants: [H][H] (hydrogen), O1CCCC1 (tetrahydrofuran), CC([SiH](C)C1=CC=CC=C1)C (dimethylphenyldimethylsilane), CC([SiH](C)C1=CC=CC=C1)C (dimethylphenyldimethylsilane), [H][H] (hydrogen). The reagents and catalysts are [Pd] (palladium), [Pd] (palladium). The solvent is O (water). Run at time 2.5 hour. Yields the product CC([Si](O)(C)C1=CC=CC=C1)C (dimethylphenyldimethylhydroxysilane). RXN SMILES: [O:1]1CCCC1.[CH3:6][CH:7]([CH3:16])[SiH:8]([C:10]1[CH:15]=[CH:14][CH:13]=[CH:12][CH:11]=1)[CH3:9].[H][H]>[Pd].O>[CH3:6][CH:7]([CH3:16])[Si:8]([C:10]1[CH:15]=[CH:14][CH:13]=[CH:12][CH:11]=1)([CH3:9])[OH:1]. Reported procedure: All the dehydrated tetrahydrofuran solution containing dimethylphenyldimethylsilane was placed in a 1-liter flask equipped with an Allihn condenser, thermometer, and stirrer, and 20 ml of water deionized by ion exchange and 0.3 g of a 5 wt % palladium-on-active carbon catalyst (the quantity of metallic palladium: 0.023 wt % of dimethylphenyldimethylsilane) were added with stirring at room temperature: 23° C. Then, hydrogen gas began evolving immediately. Measurement with a wet type of gas meter ... Reactants: OC1CNCCC12CC2, COC(=O)C(CC=O)N1CCN(c2cccc(OC(F)(F)F)c2)CCC1=O, Cl. Product: COC(=O)C(CCN1CCC2(CC2)C(O)C1)N1CCN(c2cccc(OC(F)(F)F)c2)CCC1=O. RXN SMILES: [CH2:29]1[CH2:30][C:31]12[CH:32]([OH:37])[CH2:33][NH:34][CH2:35][CH2:36]2.[CH3:1][O:2][C:3]([CH:4]([CH2:5][CH:6]=[O:7])[N:8]1[CH2:9][CH2:10][N:11]([c:16]2[cH:17][c:18]([O:22][C:23]([F:24])([F:25])[F:26])[cH:19][cH:20][cH:21]2)[CH2:12][CH2:13][C:14]1=[O:15])=[O:27].[ClH:28]>>[CH3:1][O:2][C:3]([CH:4]([CH2:5][CH2:6][N:34]1[CH2:33][CH:32]([OH:37])[C:31]2([CH2:29][CH2:30]2)[CH2:36][CH2:35]1)[N:8]1[CH2:9][CH2:10][N:11]([c:16]2[cH:17][c:18]([O:22][C:23]([F:24])([F:25])[F:26])[cH:19][cH:20][cH:21]2)[CH2:12][CH2:13][C:14]1=[O:15])=[O:27]. The reactants are ClCCl, C=C(C)CCCCC, O=C(OO)c1cccc(Cl)c1. Product: CCCCCC1(C)CO1. RXN SMILES: [CH2:20]([Cl:21])[Cl:22].[CH3:1][C:2](=[CH2:3])[CH2:4][CH2:5][CH2:6][CH2:7][CH3:8].[OH:9][O:10][C:11]([c:12]1[cH:13][c:14]([Cl:15])[cH:16][cH:17][cH:18]1)=[O:19]>>[CH2:1]1[C:2]([CH3:3])([CH2:4][CH2:5][CH2:6][CH2:7][CH3:8])[O:9]1. The reactants are COC(=O)CC(C)=O, C1CCNCC1, CC(=O)O, c1ccccc1, O=Cc1cccs1. Yields the product COC(=O)C(=Cc1cccs1)C(C)=O. RXN SMILES: [C:8]([CH2:9][C:10](=[O:11])[CH3:12])(=[O:13])[O:14][CH3:15].[CH2:22]1[CH2:23][CH2:24][NH:25][CH2:26][CH2:27]1.[CH3:28][C:29](=[O:30])[OH:31].[cH:16]1[cH:17][cH:18][cH:19][cH:20][cH:21]1.[s:1]1[c:2]([CH:6]=[O:7])[cH:3][cH:4][cH:5]1>>[s:1]1[c:2]([CH:6]=[C:9]([C:8](=[O:13])[O:14][CH3:15])[C:10](=[O:11])[CH3:12])[cH:3][cH:4][cH:5]1. Reactants: C1=CC=CCC1 (cyclohexadiene), O (water), C(C)(C)(C)OC(=O)N1CCN(CC1)CC1N(CCCC1)C(=O)OCC1=CC=CC=C1 (4-(1-benzyloxycarbonylpiperidin-2-ylmethyl)piperazine-1-carboxylic acid tert-butyl ester). The reagents and catalysts are [Pd] (Pd/C). Solvent: CCO (EtOH). Conditions: time 48 hour. Yields the product C(C)(C)(C)OC(=O)N1CCN(CC1)CC1NCCCC1 (4-piperidin-2-ylmethylpiperazine-1-carboxylic acid tert-butyl ester). Isolated yield 83.2%. Reaction SMILES: C1CCC=CC=1.O.[C:8]([O:12][C:13]([N:15]1[CH2:20][CH2:19][N:18]([CH2:21][CH:22]2[CH2:27][CH2:26][CH2:25][CH2:24][N:23]2C(OCC2C=CC=CC=2)=O)[CH2:17][CH2:16]1)=[O:14])([CH3:11])([CH3:10])[CH3:9]>CCO.[Pd]>[C:8]([O:12][C:13]([N:15]1[CH2:16][CH2:17][N:18]([CH2:21][CH:22]2[CH2:27][CH2:26][CH2:25][CH2:24][NH:23]2)[CH2:19][CH2:20]1)=[O:14])([CH3:11])([CH3:9])[CH3:10]. Procedure: 14.5 ml of cyclohexadiene followed by 3.3 g of 10% Pd/C having a 50% water content are added, under an inert atmosphere, to a solution of 6.43 g of the compound obtained in step 6.1, in 50 ml of EtOH. The medium is stirred at AT for 48 hours and then filtered. The filtrate is evaporated, to give 3.63 g of the desired compound. The reactants are ClC1=CC=C(C=C1)C1=C(C=2N(NC1=O)C(N(N2)C)=O)C2=CC=NC=C2 (7-(4-chlorophenyl)-2-methyl-8-(pyridin-4-yl)-[1,2,4]triazolo[4,3-b]pyridazine-3,6(2H,5H)-dione), BrCC1=CC=C(C#N)C=C1 (4-(bromomethyl)benzonitrile), C(=O)([O-])[O-].[K+].[K+] (K2CO3). The solvent is CN(C)C=O (DMF), C(C)(=O)OCC (ethyl acetate). The product is ClC1=CC=C(C=C1)C1=C(C=2N(N(C1=O)CC1=CC=C(C#N)C=C1)C(N(N2)C)=O)C2=CC=NC=C2 (4-((7-(4-chlorophenyl)-2-methyl-3,6-dioxo-8-(pyridin-4-yl)-2,3-dihydro-[1,2,4]triazolo[4,3-b]pyridazin-5(6H)-yl)methyl)benzonitrile). Yield: 49.5%. RXN SMILES: [Cl:1][C:2]1[CH:7]=[CH:6][C:5]([C:8]2[C:13](=[O:14])[NH:12][N:11]3[C:15](=[O:19])[N:16]([CH3:18])[N:17]=[C:10]3[C:9]=2[C:20]2[CH:25]=[CH:24][N:23]=[CH:22][CH:21]=2)=[CH:4][CH:3]=1.Br[CH2:27][C:28]1[CH:35]=[CH:34][C:31]([C:32]#[N:33])=[CH:30][CH:29]=1.C([O-])([O-])=O.[K+].[K+]>CN(C=O)C.C(OCC)(=O)C>[Cl:1][C:2]1[CH:7]=[CH:6][C:5]([C:8]2[C:13](=[O:14])[N:12]([CH2:27][C:28]3[CH:35]=[CH:34][C:31]([C:32]#[N:33])=[CH:30][CH:29]=3)[N:11]3[C:15](=[O:19])[N:16]([CH3:18])[N:17]=[C:10]3[C:9]=2[C:20]2[CH:21]=[CH:22][N:23]=[CH:24][CH:25]=2)=[CH:4][CH:3]=1 |f:2.3.4|. Procedure details: The solution of 7-(4-chlorophenyl)-2-methyl-8-(pyridin-4-yl)-[1,2,4]triazolo[4,3-b]pyridazine-3,6(2H,5H)-dione (10 mg, 0.028 mmol), 4-(bromomethyl)benzonitrile (7 mg, 0.036 mmol), K2CO3(12 mg, 0.084 mmol) in DMF (0.5 ml), was heated at 80° C. for 20 min. After this time, the reaction mixture was cooled to RT and diluted with ethyl acetate. The resulting solution was then washed with water. The organic layer was dried over Na2SO4, filtered and concentrated under reduced pressure. The crude produc...